Task: describe an organic reaction: reactants, conditions, products, and yield. Dataset: the Open Reaction Database (ORD), a public repository of structured organic reaction records Reactants: CCOc1ccc(F)cc1O, O=C(O)C(F)(F)F. Yields the product CCOc1cc(C=O)c(F)cc1O. Reaction SMILES: [CH2:1]([CH3:2])[O:3][c:4]1[c:5]([OH:11])[cH:6][c:7]([F:10])[cH:8][cH:9]1.[OH:12][C:13]([C:14]([F:15])([F:16])[F:17])=[O:18]>>[CH2:1]([CH3:2])[O:3][c:4]1[c:5]([OH:11])[cH:6][c:7]([F:10])[c:8]([CH:13]=[O:12])[cH:9]1. RXN SMILES: [CH3:1][O:2][C:3]([c:4]1[cH:5][c:6]([NH:12][C:13]([O:14][C:15]([CH3:16])([CH3:17])[CH3:18])=[O:19])[cH:7][c:8]([S:10][CH3:11])[cH:9]1)=[O:20].[ClH:21].[O:22]1[CH2:23][CH2:24][O:25][CH2:26][CH2:27]1>>[CH3:1][O:2][C:3]([c:4]1[cH:5][c:6]([NH2:12])[cH:7][c:8]([S:10][CH3:11])[cH:9]1)=[O:20].[ClH:21]. Reactants: COC(=O)c1cc(NC(=O)OC(C)(C)C)cc(SC)c1, Cl, C1COCCO1. Yields the product COC(=O)c1cc(N)cc(SC)c1, Cl. Starting materials: OCC1=NC=C2SC=CN21 (5-hydroxymethylimidazo[5,1-b]thiazole). The reagents and catalysts are [O-2].[O-2].[Mn+4] (manganese dioxide). Solvent: C(Cl)Cl (methylene chloride). Reaction conditions: time 2 hour. Product: C(=O)C1=NC=C2SC=CN21 (5-Formylimidazo[5,1-b]thiazole). Yield: 93.1%. RXN SMILES: [OH:1][CH2:2][C:3]1[N:10]2[C:6]([S:7][CH:8]=[CH:9]2)=[CH:5][N:4]=1>C(Cl)Cl.[O-2].[O-2].[Mn+4]>[CH:2]([C:3]1[N:10]2[C:6]([S:7][CH:8]=[CH:9]2)=[CH:5][N:4]=1)=[O:1] |f:2.3.4|. Reported procedure: To a solution of 480 mg (3.12 mmol) of 5-hydroxymethylimidazo[5,1-b]thiazole in 10 ml of methylene chloride was added 5 g of manganese dioxide, and the mixture was stirred vigorously at room temperature for 2 hours. The reaction solution was filtered through Celite to remove the manganese dioxide. The filtrate was concentrated under reduced pressure to give 442 mg (yield 93%) of the title compound. Starting materials: [Na].C(C)C=1C=CC(=NC1)C(COC1=CC=C(CC2C(NC(S2)=O)=O)C=C1)CO (5-{4-[2-(5-ethyl-2-pyridyl)-3-hydroxypropoxy]benzyl}-2,4-thiazolidinedione sodium salt), N1=CC=CC=C1 (pyridine), C(C)(=O)OC(C)=O (acetic anhydride). Run in O (water). Conditions: time 8 hour. Yields the product C(C)(=O)OCC(COC1=CC=C(CC2C(NC(S2)=O)=O)C=C1)C1=NC=C(C=C1)CC (5-{4-[3-acetoxy-2-(5-ethyl-2-pyridyl)propoxy]benzyl}-2,4-thiazolidinedione). Reaction SMILES: [Na].[CH2:2]([C:4]1[CH:5]=[CH:6][C:7]([CH:10]([CH2:27][OH:28])[CH2:11][O:12][C:13]2[CH:26]=[CH:25][C:16]([CH2:17][CH:18]3[S:22][C:21](=[O:23])[NH:20][C:19]3=[O:24])=[CH:15][CH:14]=2)=[N:8][CH:9]=1)[CH3:3].N1C=CC=CC=1.[C:35](OC(=O)C)(=[O:37])[CH3:36]>O>[C:35]([O:28][CH2:27][CH:10]([C:7]1[CH:6]=[CH:5][C:4]([CH2:2][CH3:3])=[CH:9][N:8]=1)[CH2:11][O:12][C:13]1[CH:14]=[CH:15][C:16]([CH2:17][CH:18]2[S:22][C:21](=[O:23])[NH:20][C:19]2=[O:24])=[CH:25][CH:26]=1)(=[O:37])[CH3:36] |f:0.1,^1:0|. Procedure details: A mixture of 5-{4-[2-(5-ethyl-2-pyridyl)-3-hydroxypropoxy]benzyl}-2,4-thiazolidinedione sodium salt (408 mg), pyridine (10 ml) and acetic anhydride (0.15 ml) was stirred at room temperature for 8 hours, and poured in water, followed by extraction with ethyl acetate. The ethyl acetate layer was washed with water, dried (MgSO4) and freed of the solvent. The residue was chromatographed on a silica-gel (20 g) column and elution was effected with benzene-acetone (10:1, V/V) to give 5-{4-[3-acetoxy-2-... Reactants: CCOc1ncc(S(=O)(=O)N2CCN(CC)CC2)cc1C(=O)O, CCOC(C)=O, CCc1c(N)c(C(N)=O)nn1CCOC. Yields the product CCOc1ncc(S(=O)(=O)N2CCN(CC)CC2)cc1C(=O)Nc1c(C(N)=O)nn(CCOC)c1CC. Reaction SMILES: [CH2:1]([CH3:2])[O:3][c:4]1[c:5]([C:6](=[O:7])[OH:8])[cH:9][c:10]([S:13](=[O:14])(=[O:15])[N:16]2[CH2:17][CH2:18][N:19]([CH2:22][CH3:23])[CH2:20][CH2:21]2)[cH:11][n:12]1.[CH3:39][CH2:40][O:41][C:42](=[O:43])[CH3:44].[NH2:24][c:25]1[c:26]([C:36](=[O:37])[NH2:38])[n:27][n:28]([CH2:32][CH2:33][O:34][CH3:35])[c:29]1[CH2:30][CH3:31]>>[CH2:1]([CH3:2])[O:3][c:4]1[c:5]([C:6](=[O:8])[NH:24][c:25]2[c:26]([C:36](=[O:37])[NH2:38])[n:27][n:28]([CH2:32][CH2:33][O:34][CH3:35])[c:29]2[CH2:30][CH3:31])[cH:9][c:10]([S:13](=[O:14])(=[O:15])[N:16]2[CH2:17][CH2:18][N:19]([CH2:22][CH3:23])[CH2:20][CH2:21]2)[cH:11][n:12]1. The reactants are CC(C)O, NCCO, Cc1ccc(S(=O)(=O)N2CC3OC3C2)cc1. Yields the product Cc1ccc(S(=O)(=O)N2CC(O)C(NCCO)C2)cc1. RXN SMILES: [CH:21]([OH:22])([CH3:23])[CH3:24].[NH2:17][CH2:18][CH2:19][OH:20].[c:1]1([CH3:16])[cH:2][cH:3][c:4]([S:7](=[O:8])(=[O:9])[N:10]2[CH2:11][CH:12]3[O:13][CH:14]3[CH2:15]2)[cH:5][cH:6]1>>[c:1]1([CH3:16])[cH:2][cH:3][c:4]([S:7](=[O:8])(=[O:9])[N:10]2[CH2:11][CH:12]([NH:17][CH2:18][CH2:19][OH:20])[CH:14]([OH:13])[CH2:15]2)[cH:5][cH:6]1. Starting materials: CN(C)C=O (DMF), C(CCC)[Li] (Butyl lithium), CCCCCC (hexane), C(C)OC1=CC(=CC=C1)F (1-ethoxy-3-fluorobenzene), ice. Solvent: C1CCOC1 (THF). Reaction conditions: temperature -65 celsius, time 25 minute. The product is C(C)OC1=C(C=O)C(=CC=C1)F (2-ethoxy-6-fluorobenzaldehyde). RXN SMILES: C([Li])CCC.CCCCCC.[CH2:12]([O:14][C:15]1[CH:20]=[CH:19][CH:18]=[C:17]([F:21])[CH:16]=1)[CH3:13].CN([CH:25]=[O:26])C>C1COCC1>[CH2:12]([O:14][C:15]1[CH:20]=[CH:19][CH:18]=[C:17]([F:21])[C:16]=1[CH:25]=[O:26])[CH3:13]. Procedure: 1.6M Butyl lithium in hexane (24 ml, 38.4 mmol) was added slowly (0.5 h) to a solution of 1-ethoxy-3-fluorobenzene (5.0 g, 35.7 mmol) in 100 ml of dry THF at -65° C. under nitrogen. The solution was stirred at -65° C. for 25 min. DMF (5.22 g, 71.4 mmol) was added dropwise to the solution. The mixture was allowed to warm to room temperature. 300 ml of ice was poured to this mixture and it was extracted with diethyl ether. Diethyl ether was washed with brine, dried over Na2SO4 and evaporated. The ...